From a dataset of the Open Reaction Database (ORD), a public repository of structured organic reaction records. describe an organic reaction: reactants, conditions, products, and yield Reactants: CN=C=O, CC(=O)O, [Cl-], NC(C(=O)O)c1ccc(O)cc1, [Na+], O. Yields the product CNC(=O)NC(C(=O)O)c1ccc(O)cc1. As a reaction SMILES: [CH3:14][N:15]=[C:16]=[O:17].[CH3:20][C:21](=[O:22])[OH:23].[Cl-:19].[NH2:1][CH:2]([C:3](=[O:4])[OH:5])[c:6]1[cH:7][cH:8][c:9]([OH:12])[cH:10][cH:11]1.[Na+:18].[OH2:13]>>[NH:1]([CH:2]([C:3](=[O:4])[OH:5])[c:6]1[cH:7][cH:8][c:9]([OH:12])[cH:10][cH:11]1)[C:16]([NH:15][CH3:14])=[O:17]. Reactants: Cl.CON (O-methylhydroxylamine hydrochloride), O.O.O.C(C)(=O)[O-].[Na+] (sodium acetate trihydrate), N1C(=O)C(=O)C2=CC=CC=C12 (isatin). Solvent: O (water), CO (methanol). Reaction conditions: time 10 minute. The product is CON=C1C(NC2=CC=CC=C12)=O (3-methoxyiminoindolin-2-one). Yield: 91.1%. RXN SMILES: [NH:1]1[C:11]2[C:6](=[CH:7][CH:8]=[CH:9][CH:10]=2)[C:4](=O)[C:2]1=[O:3].Cl.[CH3:13][O:14][NH2:15].O.O.O.C([O-])(=O)C.[Na+]>CO.O>[CH3:13][O:14][N:15]=[C:4]1[C:6]2[C:11](=[CH:10][CH:9]=[CH:8][CH:7]=2)[NH:1][C:2]1=[O:3] |f:1.2,3.4.5.6.7|. Reported procedure: In 3.8 l of methanol was dissolved 176 g of isatin while heating, and a solution of 100 g of O-methylhydroxylamine hydrochloride and 136 g of sodium acetate trihydrate in 400 ml of water was added thereto. The resulting mixture was stirred at room temperature for 10 minutes, followed by concentration. Water was added to the residue, and the mixture was extracted with ethyl acetate. The organic layer was washed with saturated aqueous sodium hydrogencarbonate, dried over anhydrous sodium sulfate, ...